Dataset: the Open Reaction Database (ORD), a public repository of structured organic reaction records. Task: describe an organic reaction: reactants, conditions, products, and yield Procedure: A solution of 2-fluoro-3-methoxybenzoic acid (5.00 g, 29.39 mmol) and diisopropylethylamine (4.56 g, 35.27 mmol) in a mixture of anhydrous toluene (25 mL) and anhydrous tert-butanol (25 mL) was stirred over activated 4 Å molecular sieves (4 g) for 1 h. Diphenyl phosphoryl azide (9.71 g, 35.27 mmol) was added and the mixture was heated at reflux for 15 h. The reaction mixture was cooled and filtered. To the filtrate was added ethyl acetate (200 mL) and the solution was washed with water (2×100 mL... Run at time 1 hour. The product is FC1=C(C=CC=C1OC)NC(OC(C)(C)C)=O (tert-butyl 2-fluoro-3-methoxyphenylcarbamate). The reactants are C1(=CC=CC=C1)P(=O)(C1=CC=CC=C1)N=[N+]=[N-] (Diphenyl phosphoryl azide), FC1=C(C(=O)O)C=CC=C1OC (2-fluoro-3-methoxybenzoic acid), C(C)(C)N(CC)C(C)C (diisopropylethylamine), C1(=CC=CC=C1)C (toluene), C(C)(C)(C)O (tert-butanol). As a reaction SMILES: [F:1][C:2]1[C:10]([O:11][CH3:12])=[CH:9][CH:8]=[CH:7][C:3]=1C(O)=O.C([N:16]([CH:19](C)C)CC)(C)C.C1(C)C=CC=CC=1.C1(P(N=[N+]=[N-])(C2C=CC=CC=2)=[O:36])C=CC=CC=1.[C:46]([OH:50])([CH3:49])([CH3:48])[CH3:47]>>[F:1][C:2]1[C:10]([O:11][CH3:12])=[CH:9][CH:8]=[CH:7][C:3]=1[NH:16][C:19](=[O:36])[O:50][C:46]([CH3:49])([CH3:48])[CH3:47].